This data is from the Open Reaction Database (ORD), a public repository of structured organic reaction records. The task is: describe an organic reaction: reactants, conditions, products, and yield Starting materials: NC1=NC=CC=C1 (2-aminopyridine), C(C(=O)O)(=O)O.ClC1=C(C=CC=C1)C1=CC=C(C=C1)C(C(=O)OCC=O)C (2-oxoethyl 2-(2'-chloro-4-biphenylyl)propionate oxalate). Yields the product ClC1=C(C=CC=C1)C1=CC=C(C=C1)C(C(=O)OCC(=O)N1CCC(CC1)C1=CC=CC=C1)C (2-(4-phenylpiperidino)-2-oxoethyl 2-(2'-chloro-4-biphenylyl)propionate). Reaction SMILES: N[C:2]1[CH:7]=[CH:6][CH:5]=[CH:4][N:3]=1.[C:8](O)(=O)[C:9](O)=O.[Cl:14][C:15]1[CH:20]=[CH:19][CH:18]=[CH:17][C:16]=1[C:21]1[CH:26]=[CH:25][C:24]([CH:27]([CH3:34])[C:28]([O:30][CH2:31][CH:32]=[O:33])=[O:29])=[CH:23][CH:22]=1>>[Cl:14][C:15]1[CH:20]=[CH:19][CH:18]=[CH:17][C:16]=1[C:21]1[CH:26]=[CH:25][C:24]([CH:27]([CH3:34])[C:28]([O:30][CH2:31][C:32]([N:3]2[CH2:4][CH2:5][CH:6]([C:9]3[CH:8]=[CH:7][CH:6]=[CH:5][CH:4]=3)[CH2:7][CH2:2]2)=[O:33])=[O:29])=[CH:23][CH:22]=1 |f:1.2|. Procedure details: 2-(2-aminopyridine(-2-oxoethyl 2-(2'-chloro-4-biphenylyl)propionate oxalate. Isolated yield 63.0%. Reaction SMILES: [Br:1][C:2]1[C:3](Cl)=[C:4]([N+:9]([O-:11])=[O:10])[C:5]([NH2:8])=[N:6][CH:7]=1.[CH2:13]([N:17]1[CH2:22][CH2:21][NH:20][CH2:19][CH2:18]1)[CH:14]([CH3:16])[CH3:15].C(N(C(C)C)CC)(C)C>C(O)(C)C>[Br:1][C:2]1[C:3]([N:20]2[CH2:21][CH2:22][N:17]([CH2:13][CH:14]([CH3:16])[CH3:15])[CH2:18][CH2:19]2)=[C:4]([N+:9]([O-:11])=[O:10])[C:5]([NH2:8])=[N:6][CH:7]=1. Solvent: C(C)(C)O (isopropanol), C(C)(C)O (isopropanol). Yields the product BrC=1C(=C(C(=NC1)N)[N+](=O)[O-])N1CCN(CC1)CC(C)C (5-Bromo-4-(4-isobutylpiperazin-1-yl)-3-nitropyridin-2-amine), solid. Procedure: To a mixture of 5-bromo-4-chloro-3-nitro-pyridin-2-ylamine (0.126 g, 0.50 mmol) and isopropanol (9 ml) was added 1-isobutylpiperazine (0.078 g, 0.55 mmol) with the aid of isopropanol (5 ml) followed by diisopropylethylamine (0.10 ml, 0.57 mmol). The reaction mixture was heated at 45° C. for 20 h, then allowed to cool to room temperature. The precipitate was collected by filtration and washed with isopropanol and diethyl ether. The title compound was thus obtained as a yellow solid (0.112 g, 63%)... Conditions: temperature 45 celsius. Starting materials: BrC=1C(=C(C(=NC1)N)[N+](=O)[O-])Cl (5-bromo-4-chloro-3-nitro-pyridin-2-ylamine), C(C)(C)N(CC)C(C)C (diisopropylethylamine), C(C(C)C)N1CCNCC1 (1-isobutylpiperazine).